Task: describe an organic reaction: reactants, conditions, products, and yield. Dataset: the Open Reaction Database (ORD), a public repository of structured organic reaction records Procedure details: A suspension of pentacene (287 mg, 1 mmole) and maleimide (1 mmole) in 4 mL of dichlorobenzene is heated to 160° C. for 4 hours. The mixture is cooled to room temperature and the precipitate is filtered, washed with toluene and dried. Recrystallization from dichlorobenzene affords pure samples of pentacene-maleimide adduct as white needles. Run in C1=CC(=CC=C1Cl)Cl (dichlorobenzene). Run at temperature 160 celsius. Product: C1=CC=CC2=CC3=CC4=CC5=CC=CC=C5C=C4C=C3C=C12.C1(C=CC(N1)=O)=O (pentacene maleimide). Reactants: C1=CC=CC2=CC3=CC4=CC5=CC=CC=C5C=C4C=C3C=C12 (pentacene), C1(C=CC(N1)=O)=O (maleimide). As a reaction SMILES: [CH:1]1[C:22]2[C:5](=[CH:6][C:7]3[C:20]([CH:21]=2)=[CH:19][C:18]2[C:9](=[CH:10][C:11]4[C:16]([CH:17]=2)=[CH:15][CH:14]=[CH:13][CH:12]=4)[CH:8]=3)[CH:4]=[CH:3][CH:2]=1.[C:23]1(=[O:29])[NH:27][C:26](=[O:28])[CH:25]=[CH:24]1>C1C(Cl)=CC=C(Cl)C=1>[CH:4]1[C:5]2[C:22](=[CH:21][C:20]3[C:7]([CH:6]=2)=[CH:8][C:9]2[C:18](=[CH:17][C:16]4[C:11]([CH:10]=2)=[CH:12][CH:13]=[CH:14][CH:15]=4)[CH:19]=3)[CH:1]=[CH:2][CH:3]=1.[C:26]1(=[O:28])[NH:27][C:23](=[O:29])[CH:24]=[CH:25]1 |f:3.4|. Run at temperature 108 celsius, time 5 hour. Procedure details: A 4-necked, round-bottomed flask, equipped with a mechanical stirrer, digital thermometer, addition funnel and a condenser with nitrogen inlet-outlet is charged with 7-Chloro-9H-3-thia-9-aza-benzo[f]azulene-4,10-dione (559.6 g), toluene (6.8 kg) and dimethylformamide (100.73 g). To the stirred suspension phosphorus oxychloride (357.2 g) is added over 5 min at 20-25° C. The pipes are flushed with toluene (774 g), then the temperature is raised to 108° C. over 1 hour and stirring continued for abo... The reactants are ClC1=CC2=C(C(C=3SC=CC3C(N2)=O)=O)C=C1 (7-Chloro-9H-3-thia-9-aza-benzo[f]azulene-4,10-dione), C1(=CC=CC=C1)C (toluene), P(=O)(Cl)(Cl)Cl (phosphorus oxychloride). Run in CN(C=O)C (dimethylformamide). Yields the product ClC1=CC2=C(C(C=3SC=CC3C(=N2)OC)=O)C=C1 (7-Chloro-10-methoxy-3-thia-9-aza-benzo[f]azulen-4-one). RXN SMILES: [Cl:1][C:2]1[CH:17]=[CH:16][C:5]2[C:6](=[O:15])[C:7]3[S:8][CH:9]=[CH:10][C:11]=3[C:12](=[O:14])[NH:13][C:4]=2[CH:3]=1.[C:18]1(C)C=CC=CC=1.P(Cl)(Cl)(Cl)=O>CN(C)C=O>[Cl:1][C:2]1[CH:17]=[CH:16][C:5]2[C:6](=[O:15])[C:7]3[S:8][CH:9]=[CH:10][C:11]=3[C:12]([O:14][CH3:18])=[N:13][C:4]=2[CH:3]=1. Starting materials: CN(C=CC1=CC(=NC=C1[N+](=O)[O-])OC1=CC=CC=C1)C (dimethyl-[2-(5-nitro-2-phenoxy-pyridin-4-yl)-vinyl]-amine), I(=O)(=O)(=O)[O-].[Na+] (sodium periodate), CCOC(=O)C (EtOAc). The solvent is C1CCOC1 (THF), O (water). Conditions: time 30 minute. Yields the product [N+](=O)([O-])C=1C(=CC(=NC1)OC1=CC=CC=C1)C=O (5-nitro-2-phenoxy-pyridine-4-carbaldehyde). Reaction SMILES: CN(C)C=[CH:4][C:5]1[C:10]([N+:11]([O-:13])=[O:12])=[CH:9][N:8]=[C:7]([O:14][C:15]2[CH:20]=[CH:19][CH:18]=[CH:17][CH:16]=2)[CH:6]=1.I([O-])(=O)(=O)=[O:23].[Na+].CCOC(C)=O>C1COCC1.O>[N+:11]([C:10]1[C:5]([CH:4]=[O:23])=[CH:6][C:7]([O:14][C:15]2[CH:20]=[CH:19][CH:18]=[CH:17][CH:16]=2)=[N:8][CH:9]=1)([O-:13])=[O:12] |f:1.2|. Procedure: To a solution of dimethyl-[2-(5-nitro-2-phenoxy-pyridin-4-yl)-vinyl]-amine (0.2 g, 0.7 mmol) in THF (2 mL) and water (2 mL) was added sodium periodate (0.46 g, 2.1 mmol). The reaction mixture was stirred for 30 min, treated with EtOAc and the solids filtered. The filtrate was washed with sat NaHCO3, dried (Na2SO4), and concentrated to yield 5-nitro-2-phenoxy-pyridine-4-carbaldehyde, the title compound, as a bright yellow solid. Reactants: [H-].[Na+] (sodium hydride), C(C1=CC=CC=C1)OC(CCCC)O (pentanediol monobenzyl ether), O (water), C(C)Br (ethyl bromide). The solvent is O1CCCC1 (THF), O1CCCC1 (THF), O1CCCC1 (tetrahydrofuran), O1CCCC1 (THF). Product: C(C)OC(CCCC)OCC1=CC=CC=C1 (pentanediol benzyl ethyl ether). The yield is 86.4%. As a reaction SMILES: [CH2:1]([O:8][CH:9]([OH:14])[CH2:10][CH2:11][CH2:12][CH3:13])[C:2]1[CH:7]=[CH:6][CH:5]=[CH:4][CH:3]=1.[H-].[Na+].[CH2:17](Br)[CH3:18].O>O1CCCC1>[CH2:17]([O:14][CH:9]([O:8][CH2:1][C:2]1[CH:7]=[CH:6][CH:5]=[CH:4][CH:3]=1)[CH2:10][CH2:11][CH2:12][CH3:13])[CH3:18] |f:1.2|. Reported procedure: A solution of 194 g (1 mol) of pentanediol monobenzyl ether in 1 L of tetrahydrofuran (hereinafter referred to THF) was added to a solution of 48 g (2 mol) of sodium hydride in 100 ml of THF under cooling. Then, the mixture was heated under reflux for 2 hours and cooled to the room temperature before 140 g (1.3 mol) of ethyl bromide in 300 ml of THF was added dropwise. The mixture was heated under reflux for 6 hours. 500 ml of water was added and extraction was carried out with 500 ml of diethyl... Starting materials: [H-].[Na+] (sodium hydride), [Cl-].[NH4+] (ammonium chloride), CC1=C(C=CC=2C3=CC=CC=C3NC12)C(=O)OCC (ethyl 1-methylcarbazole-2-carboxylate), C(C1=CC=CC=C1)Br (benzyl bromide). Run in CN(C=O)C (N,N-dimethylformamide), CN(C=O)C (N,N-dimethylformamide). Reaction conditions: time 1 hour. Yields the product C(C1=CC=CC=C1)N1C2=CC=CC=C2C=2C=CC(=C(C12)C)C(=O)OCC (Ethyl 9-benzyl-1-methylcarbazole-2-carboxylate). Isolated yield 96.6%. Reaction SMILES: [CH3:1][C:2]1[C:14]2[NH:13][C:12]3[C:7](=[CH:8][CH:9]=[CH:10][CH:11]=3)[C:6]=2[CH:5]=[CH:4][C:3]=1[C:15]([O:17][CH2:18][CH3:19])=[O:16].[H-].[Na+].[CH2:22](Br)[C:23]1[CH:28]=[CH:27][CH:26]=[CH:25][CH:24]=1.[Cl-].[NH4+]>CN(C)C=O>[CH2:22]([N:13]1[C:14]2[C:2]([CH3:1])=[C:3]([C:15]([O:17][CH2:18][CH3:19])=[O:16])[CH:4]=[CH:5][C:6]=2[C:7]2[C:12]1=[CH:11][CH:10]=[CH:9][CH:8]=2)[C:23]1[CH:28]=[CH:27][CH:26]=[CH:25][CH:24]=1 |f:1.2,4.5|. Procedure details: A solution of 29 mg of ethyl 1-methylcarbazole-2-carboxylate in 1 ml of N,N-dimethylformamide was added, with ice-cooling, to a suspension of 10 mg of sodium hydride (55% w/w dispersion in mineral oil) in 2 ml of N,N-dimethylformamide. 29 mg of benzyl bromide was then added to the reaction mixture, which was then stirred for 1 hour, with ice-cooling. After this time, a saturated aqueous solution of ammonium chloride was added to the reaction mixture. The aqueous layer was extracted with ethyl ac... Starting materials: COc1cccc2c1NC(CN(C(C)=O)C(C)c1ccccc1)CO2, Cl. The product is COc1cccc2c1NC(CNC(C)c1ccccc1)CO2. Reaction SMILES: [CH3:1][O:2][c:3]1[cH:4][cH:5][cH:6][c:7]2[c:8]1[NH:9][CH:10]([CH2:13][N:14]([C:15](=[O:16])[CH3:17])[CH:18]([CH3:19])[c:20]1[cH:21][cH:22][cH:23][cH:24][cH:25]1)[CH2:11][O:12]2.[ClH:26]>>[CH3:1][O:2][c:3]1[cH:4][cH:5][cH:6][c:7]2[c:8]1[NH:9][CH:10]([CH2:13][NH:14][CH:18]([CH3:19])[c:20]1[cH:21][cH:22][cH:23][cH:24][cH:25]1)[CH2:11][O:12]2. Reactants: Nc1ccc(Br)cc1, CC(C)=O, O=S1(=O)N=C(Cl)c2ccccc21. The product is O=S1(=O)N=C(Nc2ccc(Br)cc2)c2ccccc21. RXN SMILES: [Br:13][c:14]1[cH:15][cH:16][c:17]([NH2:18])[cH:19][cH:20]1.[CH3:21][C:22](=[O:23])[CH3:24].[Cl:1][C:2]1=[N:3][S:4](=[O:11])(=[O:12])[c:5]2[c:6]1[cH:7][cH:8][cH:9][cH:10]2>>[C:2]1([NH:18][c:17]2[cH:16][cH:15][c:14]([Br:13])[cH:20][cH:19]2)=[N:3][S:4](=[O:11])(=[O:12])[c:5]2[c:6]1[cH:7][cH:8][cH:9][cH:10]2.